This data is from the Open Reaction Database (ORD), a public repository of structured organic reaction records. The task is: describe an organic reaction: reactants, conditions, products, and yield The reactants are ClCCl, CC(=O)OC(C)=O, CN(C)c1ccncc1, CCOC(C)=O, ClC(Cl)Cl, CC1C(O)C2C(NC(=O)COc3ccccc3)C(=O)N2C1C(=O)OC(c1ccccc1)c1ccccc1, c1ccncc1. Yields the product CC(=O)OC1C(C)C(C(=O)OC(c2ccccc2)c2ccccc2)N2C(=O)C(NC(=O)COc3ccccc3)C12. As a reaction SMILES: [CH2:1]([Cl:2])[Cl:3].[CH3:47][C:48](=[O:49])[O:50][C:51](=[O:52])[CH3:53].[CH3:54][N:55]([CH3:56])[c:57]1[cH:58][cH:59][n:60][cH:61][cH:62]1.[CH3:63][CH2:64][O:65][C:66](=[O:67])[CH3:68].[CH:69]([Cl:70])([Cl:71])[Cl:72].[OH:4][CH:5]1[CH:6]([CH3:40])[CH:7]([C:24](=[O:25])[O:26][CH:27]([c:28]2[cH:29][cH:30][cH:31][cH:32][cH:33]2)[c:34]2[cH:35][cH:36][cH:37][cH:38][cH:39]2)[N:8]2[CH:9]1[CH:10]([NH:13][C:14]([CH2:15][O:16][c:17]1[cH:18][cH:19][cH:20][cH:21][cH:22]1)=[O:23])[C:11]2=[O:12].[cH:41]1[cH:42][cH:43][n:44][cH:45][cH:46]1>>[O:4]([CH:5]1[CH:6]([CH3:40])[CH:7]([C:24](=[O:25])[O:26][CH:27]([c:28]2[cH:29][cH:30][cH:31][cH:32][cH:33]2)[c:34]2[cH:35][cH:36][cH:37][cH:38][cH:39]2)[N:8]2[CH:9]1[CH:10]([NH:13][C:14]([CH2:15][O:16][c:17]1[cH:18][cH:19][cH:20][cH:21][cH:22]1)=[O:23])[C:11]2=[O:12])[C:48]([CH3:47])=[O:49]. The reactants are O=CCC=1N=CC(=NC1)C(=O)OC (methyl 5-(2-oxoethyl)pyrazine-2-carboxylate), [BH4-].[Na+] (sodium borohydride), Cl (hydrochloric acid). The solvent is [Cl-].[Na+].O (brine), CO (methanol). Run at time 60 minute. Yields the product OCCC=1N=CC(=NC1)C(=O)OC (methyl 5-(2-hydroxyethyl)pyrazine-2-carboxylate). The yield is 26.1%. As a reaction SMILES: [O:1]=[CH:2][CH2:3][C:4]1[N:5]=[CH:6][C:7]([C:10]([O:12][CH3:13])=[O:11])=[N:8][CH:9]=1.[BH4-].[Na+].Cl>CO.[Cl-].[Na+].O>[OH:1][CH2:2][CH2:3][C:4]1[N:5]=[CH:6][C:7]([C:10]([O:12][CH3:13])=[O:11])=[N:8][CH:9]=1 |f:1.2,5.6.7|. Procedure: To a solution of methyl 5-(2-oxoethyl)pyrazine-2-carboxylate (5.08 g) in methanol (50 mL) was added sodium borohydride (1.07 g) under ice-cooling, followed by stirring at the same temperature for 60 minutes. To the reaction mixture was added 1 M hydrochloric acid under ice-cooling to adjust the pH to 3. Saturated brine was added thereto, followed by extraction with a solvent (ethyl acetate:isopropyl alcohol=4:1). The organic layer was dried over anhydrous magnesium sulfate and concentrated. The ... Reactants: BrCC(=O)C1=C(C(=CC=C1)Cl)Cl (2-bromo-1-(2,3-dichlorophenyl)ethanone), [S-]C#N.[K+] (potassium thiocyanate), O (water). The solvent is C(C)O (ethanol). Product: ClC1=C(C=CC=C1Cl)C(CSC#N)=O (2-(2,3-Dichlorophenyl)-2-oxoethyl thiocyanate). Isolated yield 79.2%. Reaction SMILES: Br[CH2:2][C:3]([C:5]1[CH:10]=[CH:9][CH:8]=[C:7]([Cl:11])[C:6]=1[Cl:12])=[O:4].[S-:13][C:14]#[N:15].[K+].O>C(O)C>[Cl:12][C:6]1[C:7]([Cl:11])=[CH:8][CH:9]=[CH:10][C:5]=1[C:3](=[O:4])[CH2:2][S:13][C:14]#[N:15] |f:1.2|. Procedure: A solution of 2-bromo-1-(2,3-dichlorophenyl)ethanone (4.25 g, 15.9 mmol) and potassium thiocyanate (1.54 g, 15.9 mmol) in ethanol (40 ml) was stirred at 80° C. for 2 hours. After cooling to room temperature, water (70 ml) was poured to the reaction mixture, and crystals were collected by filtration and washed with water to give 3.10 g (79.5%) of the desired product as a solid. RXN SMILES: [CH3:1][O:2][C:3]1[CH:4]=[C:5]([C:11]2[C:12]([CH3:34])([CH3:33])[C:13](=[O:32])[N:14]([CH:16]3[CH2:21][CH2:20][N:19]([C:22]([C:24]4[CH:29]=[C:28]([OH:30])[CH:27]=[CH:26][C:25]=4[CH3:31])=[O:23])[CH2:18][CH2:17]3)[N:15]=2)[CH:6]=[CH:7][C:8]=1[O:9][CH3:10].Br[CH2:36][C:37]1[C:42]([Cl:43])=[CH:41][CH:40]=[CH:39][C:38]=1[Cl:44].COC1C=C(C2C(C)(C)C(=O)N(C3CCN(S(C4C=C(OC)C=CC=4OC)(=O)=O)CC3)N=2)C=CC=1OC.[OH-].[Na+]>C(O)C>[Cl:43][C:42]1[CH:41]=[CH:40][CH:39]=[C:38]([Cl:44])[C:37]=1[CH2:36][O:30][C:28]1[CH:27]=[CH:26][C:25]([CH3:31])=[C:24]([C:22]([N:19]2[CH2:20][CH2:21][CH:16]([N:14]3[C:13](=[O:32])[C:12]([CH3:34])([CH3:33])[C:11]([C:5]4[CH:6]=[CH:7][C:8]([O:9][CH3:10])=[C:3]([O:2][CH3:1])[CH:4]=4)=[N:15]3)[CH2:17][CH2:18]2)=[O:23])[CH:29]=1 |f:3.4|. Run in C(C)O (ethanol). Product: ClC1=C(COC=2C=CC(=C(C2)C(=O)N2CCC(CC2)N2N=C(C(C2=O)(C)C)C2=CC(=C(C=C2)OC)OC)C)C(=CC=C1)Cl (2-[1-({5-[(2,6-Dichlorobenzyl)oxy]-2-methylphenyl}carbonyl)piperidin-4-yl]-5-(3,4-dimethoxyphenyl)-4,4-dimethyl-2,4-dihydro-3H-pyrazol-3-one). Reactants: COC=1C=C(C=CC1OC)C=1C(C(N(N1)C1CCN(CC1)C(=O)C1=C(C=CC(=C1)O)C)=O)(C)C (5-(3,4-dimethoxyphenyl)-2-{1-[(5-hydroxy-2-methylphenyl)carbonyl]piperidin-4-yl}-4,4-dimethyl-2,4-dihydro-3H-pyrazol-3-one), BrCC1=C(C=CC=C1Cl)Cl (2-(bromomethyl)-1,3-dichlorobenzene), COC=1C=C(C=CC1OC)C=1C(C(N(N1)C1CCN(CC1)S(=O)(=O)C1=C(C=CC(=C1)OC)OC)=O)(C)C (5-(3,4-Dimethoxyphenyl)-2-{1-[(2,5-dimethoxyphenyl)sulfonyl]piperidin-4-yl}-4,4-dimethyl-2,4-dihydro-3H-pyrazol-3-one), [OH-].[Na+] (sodium hydroxide). Reaction conditions: temperature 80 celsius, time 6 hour. Procedure details: A solution of 0.40 g of 5-(3,4-dimethoxyphenyl)-2-{1-[(5-hydroxy-2-methylphenyl)carbonyl]piperidin-4-yl}-4,4-dimethyl-2,4-dihydro-3H-pyrazol-3-one (compound described in example 85) and 0.41 g 2-(bromomethyl)-1,3-dichlorobenzene in 5 ml ethanol is treated with 0.17 ml 10 n aqueous sodium hydroxide solution and stirred under a blanket of nitrogen for about 6 h at 80° C. until the reaction is completed largely according to TLC analysis. The solvent is evaporated under reduced pressure, and the res... Starting materials: BrC1=C(C(=CC=C1)CBr)OC (1-bromo-3-(bromomethyl)-2-(methyloxy)benzene), C(C=1C(C(=O)N)=CC=CC1)(=O)N.[K] (Potassium Phthalamide). Solvent: CN(C)C=O (DMF). Run at temperature 90 celsius. Product: BrC=1C(=C(C=CC1)CN1C(C2=CC=CC=C2C1=O)=O)OC (2-{[3-Bromo-2-(methyloxy)phenyl]methyl}-1H-isoindole-1,3(2H)-dione). Isolated yield 51.4%. As a reaction SMILES: [Br:1][C:2]1[CH:7]=[CH:6][CH:5]=[C:4]([CH2:8]Br)[C:3]=1[O:10][CH3:11].[C:12]([NH2:23])(=[O:22])[C:13]1[C:14](=[CH:18][CH:19]=[CH:20][CH:21]=1)[C:15](N)=[O:16].[K]>CN(C=O)C>[Br:1][C:2]1[C:3]([O:10][CH3:11])=[C:4]([CH2:8][N:23]2[C:12](=[O:22])[C:13]3[C:14](=[CH:18][CH:19]=[CH:20][CH:21]=3)[C:15]2=[O:16])[CH:5]=[CH:6][CH:7]=1 |f:1.2,^1:23|. Procedure details: To a solution of 1-bromo-3-(bromomethyl)-2-(methyloxy)benzene (41.4 g, 0.15 mol) in DMF (350 mL), Potassium Phthalamide (PhtK) (28.8 g, 0.16 mol) was added, and the mixture was heated to 90° C. over night. Then the solvent was removed under reduced pressure. The residue was dissolved in CHCl3 (300 mL), and filtered. The filtrate was washed with H2O (100 mL×2), brine (100 mL), and dried over Na2SO4. After removing the solvent, the residue was recrystallized with EtOH (200 mL). 26.7 g of the produ...